This data is from the Open Reaction Database (ORD), a public repository of structured organic reaction records. The task is: describe an organic reaction: reactants, conditions, products, and yield Yields the product N#Cc1c(F)cc(N2CCOCC2)cc1F. Starting materials: C1COCCN1, CO, CCN(C(C)C)C(C)C, N#Cc1c(F)cc(F)cc1F, O. As a reaction SMILES: [CH2:12]1[CH2:13][O:14][CH2:15][CH2:16][NH:17]1.[CH3:27][OH:28].[CH:18]([N:19]([CH2:20][CH3:21])[CH:22]([CH3:23])[CH3:24])([CH3:25])[CH3:26].[F:1][c:2]1[c:3]([C:4]#[N:5])[c:6]([F:11])[cH:7][c:8]([F:10])[cH:9]1.[OH2:29]>>[F:1][c:2]1[c:3]([C:4]#[N:5])[c:6]([F:11])[cH:7][c:8]([N:17]2[CH2:12][CH2:13][O:14][CH2:15][CH2:16]2)[cH:9]1. Reactants: ClC1=NC(=NC=C1C(F)(F)F)NC1=C(C=C(CP(OCC)(OCC)=O)C=C1)OC (diethyl (4-{[4-chloro-5-(trifluoromethyl)pyrimidin-2-yl]amino}-3-methoxybenzyl)phosphonate), NC=1C=CC(=C2CN(C(C12)=O)C)[C@@H]1CC[C@@H](CC1)O (7-amino-4-(cis-4-hydroxycyclohexyl)-2-methyl-2,3-dihydro-1H-isoindol-1-one). Product: O[C@@H]1CC[C@H](CC1)C=1C=CC(=C2C(N(CC12)C)=O)NC1=NC(=NC=C1C(F)(F)F)NC1=CC=C(CP(OCC)(OCC)=O)C=C1 (Diethyl (4-{[4-{[7-(trans-4-hydroxycyclohexyl)-2-methyl-3-oxo-2,3-dihydro-1H-isoindol-4-yl]amino}-5-(trifluoromethyl)pyrimidin-2-yl]amino}benzyl)phosphonate). RXN SMILES: Cl[C:2]1[C:7]([C:8]([F:11])([F:10])[F:9])=[CH:6][N:5]=[C:4]([NH:12][C:13]2[CH:27]=[CH:26][C:16]([CH2:17][P:18](=[O:25])([O:22][CH2:23][CH3:24])[O:19][CH2:20][CH3:21])=[CH:15][C:14]=2OC)[N:3]=1.[NH2:30][C:31]1[CH:32]=[CH:33][C:34]([C@H:42]2[CH2:47][CH2:46][C@@H:45]([OH:48])[CH2:44][CH2:43]2)=[C:35]2[C:39]=1[C:38](=[O:40])[N:37]([CH3:41])[CH2:36]2>>[OH:48][C@H:45]1[CH2:46][CH2:47][C@H:42]([C:34]2[CH:33]=[CH:32][C:31]([NH:30][C:2]3[C:7]([C:8]([F:11])([F:10])[F:9])=[CH:6][N:5]=[C:4]([NH:12][C:13]4[CH:27]=[CH:26][C:16]([CH2:17][P:18](=[O:25])([O:22][CH2:23][CH3:24])[O:19][CH2:20][CH3:21])=[CH:15][CH:14]=4)[N:3]=3)=[C:39]3[C:35]=2[CH2:36][N:37]([CH3:41])[C:38]3=[O:40])[CH2:43][CH2:44]1. Procedure: This compound was prepared in a manner analogous to Example 87 using diethyl (4-{[4-chloro-5-(trifluoromethyl)pyrimidin-2-yl]amino}-3-methoxybenzyl)phosphonate and 7-amino-4-(cis-4-hydroxycyclohexyl)-2-methyl-2,3-dihydro-1H-isoindol-1-one. Purification: ISCO Combi-flash Rf system, eluting with 0 to 5% MeOH in EtOAc. 1H NMR (400 MHz, DMSO-d6) δ 10.58 (br. s., 1H), 9.87 (s, 1H), 8.46 (s, 1H), 7.37 (d, J=8.34 Hz, 1H), 7.25 (dd, J=2.53, 8.59 Hz, 3H), 4.52 (s, 3H), 4.40 (d, J=4.04 Hz, 2H), 3.89-4.02 ...